Dataset: the Open Reaction Database (ORD), a public repository of structured organic reaction records. Task: describe an organic reaction: reactants, conditions, products, and yield Starting materials: FC1=C(C=CC=C1)C1=NOC(=C1C=1N=CNC1)C (3-(2-fluoro-phenyl)-4-(1H-imidazol-4-yl)-5-methyl-isoxazole), FC1=CC=C(C=C1)[N+](=O)[O-] (1-fluoro-4-nitrobenzene). Yields the product FC1=C(C=CC=C1)C1=NOC(=C1C=1N=CN(C1)C1=CC=C(C=C1)[N+](=O)[O-])C (3-(2-Fluoro-phenyl)-5-methyl-4-[1-(4-nitro-phenyl)-1H-imidazol-4-yl]-isoxazole). The yield is 87.0%. RXN SMILES: [F:1][C:2]1[CH:7]=[CH:6][CH:5]=[CH:4][C:3]=1[C:8]1[C:12]([C:13]2[N:14]=[CH:15][NH:16][CH:17]=2)=[C:11]([CH3:18])[O:10][N:9]=1.F[C:20]1[CH:25]=[CH:24][C:23]([N+:26]([O-:28])=[O:27])=[CH:22][CH:21]=1>>[F:1][C:2]1[CH:7]=[CH:6][CH:5]=[CH:4][C:3]=1[C:8]1[C:12]([C:13]2[N:14]=[CH:15][N:16]([C:20]3[CH:25]=[CH:24][C:23]([N+:26]([O-:28])=[O:27])=[CH:22][CH:21]=3)[CH:17]=2)=[C:11]([CH3:18])[O:10][N:9]=1. Procedure details: As described for Example 36, 3-(2-fluoro-phenyl)-4-(1H-imidazol-4-yl)-5-methyl-isoxazole (100 mg, 0.41 mmol) using 1-fluoro-4-nitrobenzene instead of 4-fluoroacetophenone was converted to the title compound (130 mg, 87%) which was obtained as an off-white solid. MS: m/e=365.0 [M+H]+.